From a dataset of the Open Reaction Database (ORD), a public repository of structured organic reaction records. describe an organic reaction: reactants, conditions, products, and yield The reactants are ClC1=C2C(=NC=C1C(C1=C(C=CC=C1)C)=O)N(N=C2)CC (4-Chloro-1-ethyl-5-(2-methylbenzoyl)-1H-pyrazolo[3,4-b]pyridine), Cl (hydrochloric acid), Cl.NO (hydroxylamine hydrochloride), O (water). Run in C(C)(=O)O (acetic acid). The product is C(C)N1N=CC2=C1N=CC=1C2=NOC1C1=C(C=CC=C1)C (6-Ethyl-3-(2-tolyl)-6H-isoxazolo[3,4-d]pyrazolo[3,4-b]pyridine). The yield is 44.1%. Reaction SMILES: Cl[C:2]1[C:7]([C:8](=[O:16])[C:9]2[CH:14]=[CH:13][CH:12]=[CH:11][C:10]=2[CH3:15])=[CH:6][N:5]=[C:4]2[N:17]([CH2:20][CH3:21])[N:18]=[CH:19][C:3]=12.Cl.Cl.[NH2:24]O.O>C(O)(=O)C>[CH2:20]([N:17]1[C:4]2[N:5]=[CH:6][C:7]3[C:2](=[N:24][O:16][C:8]=3[C:9]3[CH:14]=[CH:13][CH:12]=[CH:11][C:10]=3[CH3:15])[C:3]=2[CH:19]=[N:18]1)[CH3:21] |f:2.3|. Procedure details: 4-Chloro-1-ethyl-5-(2-methylbenzoyl)-1H-pyrazolo[3,4-b]pyridine (5.40 g) was refluxed for 2 hours in 300 ml of glacial acetic acid containing 10 ml of concentrated hydrochloric acid and 10 g of hydroxylamine hydrochloride. At the end of this time the reaction mixture was poured into water and extracted with dichloromethane. The organic phase was washed four times with water and once with saturated sodium bicarbonate solution. It was then evaporated and chromatographed over 230-400 mesh silica ge...